This data is from the Open Reaction Database (ORD), a public repository of structured organic reaction records. The task is: describe an organic reaction: reactants, conditions, products, and yield The reactants are CN(C)C=O (DMF), OC1=C(C=C(C(=O)O)C=C1OC)OC (4-hydroxy-3,5-dimethoxybenzoic acid), C(C#C)Br (propargyl bromide), C([O-])([O-])=O.[K+].[K+] (potassium carbonate), C(C)(=O)OCC (ethyl acetate). Conditions: temperature 80 celsius, time 4 hour. Product: C(C#C)OC1=C(C=C(C(=O)OCC#C)C=C1OC)OC (2-propynyl 4-(2-propynyloxy)-3,5-dimethoxybenzoate). RXN SMILES: CN(C=O)C.[OH:6][C:7]1[C:15]([O:16][CH3:17])=[CH:14][C:10]([C:11]([OH:13])=[O:12])=[CH:9][C:8]=1[O:18][CH3:19].[CH2:20](Br)[C:21]#[CH:22].[C:24](=O)([O-])[O-].[K+].[K+].C(O[CH2:34][CH3:35])(=O)C>>[CH2:20]([O:6][C:7]1[C:8]([O:18][CH3:19])=[CH:9][C:10]([C:11]([O:13][CH2:24][C:34]#[CH:35])=[O:12])=[CH:14][C:15]=1[O:16][CH3:17])[C:21]#[CH:22] |f:3.4.5|. Procedure: To 100 ml of DMF were added 11.8 g of 4-hydroxy-3,5-dimethoxybenzoic acid, 15.7 g of propargyl bromide and 18 g of potassium carbonate, and the mixture obtained was stirred at room temperature for 8 hours and at 80° C. for 4 hours. Then, ethyl acetate was added to the reaction mixture and the mixture was filtered through Celite. Water and dilute hydrochloric acid were added to the filtrate in order and it was extracted with ethyl acetate. The organic layer was dried over magnesium sulfate and co... Starting materials: CNN, CSc1nncc(-c2ccccc2)n1, C1CCOC1, O. Yields the product CNNc1nncc(-c2ccccc2)n1. Reaction SMILES: [CH3:15][NH:16][NH2:17].[CH3:1][S:2][c:3]1[n:4][n:5][cH:6][c:7](-[c:9]2[cH:10][cH:11][cH:12][cH:13][cH:14]2)[n:8]1.[O:18]1[CH2:19][CH2:20][CH2:21][CH2:22]1.[OH2:23]>>[c:3]1([NH:17][NH:16][CH3:15])[n:4][n:5][cH:6][c:7](-[c:9]2[cH:10][cH:11][cH:12][cH:13][cH:14]2)[n:8]1.